This data is from the Open Reaction Database (ORD), a public repository of structured organic reaction records. The task is: describe an organic reaction: reactants, conditions, products, and yield Solvent: CCCCCC (hexane), O1CCCC1 (tetrahydrofuran). The reactants are C(CCC)[Li] (n-butyl-lithium), O (water), C(C)OP(OCC)(=O)CC1=CC=CC=C1 (benzylphosphonic acid diethyl ester), C(C)OC(=O)C1C(C1C=O)(C)C (2,2-dimethyl-3-formyl-cyclopropanecarboxylic acid ethyl ester). Yield: 69.6%. The product is C(C)OC(=O)C1C(C1C=CC1=CC=CC=C1)(C)C (2,2 -Dimethyl-3-(2-phenyl-vinyl)-cyclopropanecarboxylic acid ethyl ester). Conditions: temperature -70 celsius. Reaction SMILES: C(OP([CH2:9][C:10]1[CH:15]=[CH:14][CH:13]=[CH:12][CH:11]=1)(=O)OCC)C.C([Li])CCC.[CH2:21]([O:23][C:24]([CH:26]1[CH:28]([CH:29]=O)[C:27]1([CH3:32])[CH3:31])=[O:25])[CH3:22].O>O1CCCC1.CCCCCC>[CH2:21]([O:23][C:24]([CH:26]1[CH:28]([CH:29]=[CH:9][C:10]2[CH:11]=[CH:12][CH:13]=[CH:14][CH:15]=2)[C:27]1([CH3:31])[CH3:32])=[O:25])[CH3:22]. Procedure: 22.8 g (0.1 mol) of benzylphosphonic acid diethyl ester were dissolved in 400 ml of absolute tetrahydrofuran and the solution was cooled to -70° C. 0.11 mol of n-butyl-lithium (as a 15% strength solution in hexane) were added dropwise under a counter-current of nitrogen and while stirring well; the mixture was then stirred at -70° C. for a further 15 minutes, and thereafter 18.6 g (0.1 mol) of 2,2-dimethyl-3-formyl-cyclopropanecarboxylic acid ethyl ester were added dropwise at -65° C., again sti... The reactants are C1CCOC1, CC(C)(C)O, CN(C)C=O, O, O=C(O)c1c[nH]c2ccccc12, O=S(Cl)Cl. The product is CC(C)(C)OC(=O)c1c[nH]c2ccccc12. Reaction SMILES: [CH2:27]1[O:28][CH2:29][CH2:30][CH2:31]1.[CH3:22][C:23]([CH3:24])([CH3:25])[OH:26].[O:13]=[CH:14][N:15]([CH3:16])[CH3:17].[OH2:32].[OH:1][C:2](=[O:3])[c:4]1[cH:5][nH:6][c:7]2[cH:8][cH:9][cH:10][cH:11][c:12]12.[S:18]([Cl:19])([Cl:20])=[O:21]>>[O:1]=[C:2]([O:3][C:23]([CH3:22])([CH3:24])[CH3:25])[c:4]1[cH:5][nH:6][c:7]2[cH:8][cH:9][cH:10][cH:11][c:12]12. The reactants are ClC1=C(C(=CC=C1)Cl)C1=CC2=C(N=C(N=C2)SC)N(C1=N)C (6-(2,6-dichlorophenyl)-8-methyl-2-methylsulfanyl-8H-pyrido[2,3-d]pyrimidin-7-ylideneamine), C(C)(=O)OC(C)=O (acetic anhydride). Run in CCOCC (ether). Yields the product ClC1=C(C(=CC=C1)Cl)C1=CC2=C(N=C(N=C2)SC)N(C1=NC(C)=O)C (N-[6-(2,6-Dichlorophenyl)-8-methyl-2-methylsulfanyl -8H-pyrido[2,3-d]pyrimidin-7-ylidene]-acetamide). Reaction SMILES: [Cl:1][C:2]1[CH:7]=[CH:6][CH:5]=[C:4]([Cl:8])[C:3]=1[C:9]1[C:20](=[NH:21])[N:19]([CH3:22])[C:12]2[N:13]=[C:14]([S:17][CH3:18])[N:15]=[CH:16][C:11]=2[CH:10]=1.[C:23](OC(=O)C)(=[O:25])[CH3:24]>CCOCC>[Cl:1][C:2]1[CH:7]=[CH:6][CH:5]=[C:4]([Cl:8])[C:3]=1[C:9]1[C:20](=[N:21][C:23](=[O:25])[CH3:24])[N:19]([CH3:22])[C:12]2[N:13]=[C:14]([S:17][CH3:18])[N:15]=[CH:16][C:11]=2[CH:10]=1. Procedure: A mixture of 0.161 g (0.46 mmol) of 6-(2,6-dichlorophenyl)-8-methyl-2-methylsulfanyl-8H-pyrido[2,3 -d]pyrimidin-7-ylideneamine from Example 19 and 1.0 mL of acetic anhydride was heated to solution at the boiling point. After 2 minutes of reflux, the solution was concentrated to one-half volume, whereupon crystals formed. The mixture was cooled, 2 mL of ether was added, and the product was filtered and washed with ether; mp 229°-231° C. Starting materials: C(C)(=O)OC1=CC2=C(OC(C(O2)Br)(C(=O)OCC)Br)C=C1 (ethyl 6-acetoxy-2,3-dibromo- 1,4-benzodioxane-2-carboxylate), [I-].[K+] (potassium iodide). Run in CC(=O)C (acetone). Run at time 6 hour. Yields the product C(C)(=O)OC1=CC2=C(OC(=CO2)C(=O)OCC)C=C1 (Ethyl 6-acetoxy-1,4-benzodioxin-2-carboxylate). Reaction SMILES: [C:1]([O:4][C:5]1[CH:21]=[CH:20][C:8]2[O:9][C:10](Br)([C:14]([O:16][CH2:17][CH3:18])=[O:15])[CH:11](Br)[O:12][C:7]=2[CH:6]=1)(=[O:3])[CH3:2].[I-].[K+]>CC(C)=O>[C:1]([O:4][C:5]1[CH:21]=[CH:20][C:8]2[O:9][C:10]([C:14]([O:16][CH2:17][CH3:18])=[O:15])=[CH:11][O:12][C:7]=2[CH:6]=1)(=[O:3])[CH3:2] |f:1.2|. Procedure: Under an inert atmosphere, 6 g of ethyl 6-acetoxy-2,3-dibromo- 1,4-benzodioxane-2-carboxylate in solution in 100 ml of acetone are mixed with 7.75 g of potassium iodide and stirred for 6 hours. After evaporation of the acetone under reduced pressure, the residue is diluted in ether and then washed with 20% sodium thiosulfate solution until the mixture is decolorized. The organic phase is then dried over magnesium sulfate and thereafter concentrated under vacuum. The compound is purified by chrom... The reactants are ClC1=CC=C(C=C1)C1=NC(=NC=C1OCC(F)(F)F)C(=O)O (4-(4-Chloro-phenyl)-5-(2,2,2-trifluoro-ethoxy)-pyrimidine-2-carboxylic acid), CC(C)C1=NOC(=C1)CN (3-(1-methylethyl)-5-isoxazolemethanamine). Product: C(C)(C)C1=NOC(=C1)CNC(=O)C1=NC=C(C(=N1)C1=CC=C(C=C1)Cl)OCC(F)(F)F (4-(4-chloro-phenyl)-5-(2,2,2-trifluoro-ethoxy)-pyrimidine-2-carboxylic acid (3-isopropyl-isoxazol-5-ylmethyl)-amide). As a reaction SMILES: [Cl:1][C:2]1[CH:7]=[CH:6][C:5]([C:8]2[C:13]([O:14][CH2:15][C:16]([F:19])([F:18])[F:17])=[CH:12][N:11]=[C:10]([C:20]([OH:22])=O)[N:9]=2)=[CH:4][CH:3]=1.[CH3:23][CH:24]([C:26]1[CH:30]=[C:29]([CH2:31][NH2:32])[O:28][N:27]=1)[CH3:25]>>[CH:24]([C:26]1[CH:30]=[C:29]([CH2:31][NH:32][C:20]([C:10]2[N:9]=[C:8]([C:5]3[CH:6]=[CH:7][C:2]([Cl:1])=[CH:3][CH:4]=3)[C:13]([O:14][CH2:15][C:16]([F:19])([F:17])[F:18])=[CH:12][N:11]=2)=[O:22])[O:28][N:27]=1)([CH3:25])[CH3:23]. Reported procedure: The title compound was synthesized in analogy to Example 41, using 4-(4-chloro-phenyl)-5-(2,2,2-trifluoro-ethoxy)-pyrimidine-2-carboxylic acid (example W) and 3-(1-methylethyl)-5-isoxazolemethanamine (CAN 543713-30-0) as starting materials; LC-MS (UV peak area/ESI) 98.43%, 455.0 (M+H)+. Reactants: COc1cc(C(=O)O)nc(-c2ccc([N+](=O)[O-])cc2)c1, Nc1nnn[nH]1, O=S(Cl)Cl. Product: COc1cc(C(=O)Nc2nnn[nH]2)nc(-c2ccc([N+](=O)[O-])cc2)c1. RXN SMILES: [CH3:1][O:2][c:3]1[cH:4][c:5]([C:18](=[O:19])[OH:20])[n:6][c:7](-[c:9]2[cH:10][cH:11][c:12]([N+:15](=[O:16])[O-:17])[cH:13][cH:14]2)[cH:8]1.[NH2:21][c:22]1[n:23][n:24][n:25][nH:26]1.[S:27]([Cl:28])([Cl:29])=[O:30]>>[CH3:1][O:2][c:3]1[cH:4][c:5]([C:18](=[O:20])[NH:21][c:22]2[nH:23][n:24][n:25][n:26]2)[n:6][c:7](-[c:9]2[cH:10][cH:11][c:12]([N+:15](=[O:16])[O-:17])[cH:13][cH:14]2)[cH:8]1. Starting materials: ClC=1C=CC2=C(C=CC3=C(N=C(S3)C)C2C=2C(NC(NC2)=O)=S)C1 ((±)-5-(7-Chloro-2-methyl-4H-benzo[5,6]cyclohepta[1,2-d]thiazol-4-yl)-3,4-dihydro-4-thioxo-2(1H)-pyrimidinone), C([O-])(O)=O.[Na+] (sodium bicarbonate), CI (methyl iodide), CI (methyl iodide). The solvent is C(C)O (ethanol), O (water). Reaction conditions: temperature 50 celsius, time 18 hour. The product is ClC=1C=CC2=C(C=CC3=C(N=C(S3)C)C2C=2C(=NC(NC2)=O)SC)C1 ((±)-5-(7-Chloro-2-methyl-4H-benzo[5,6]cyclohepta[1,2-d]thiazol-4-yl)-4-methylthio-2(1H)-pyrimidinone). As a reaction SMILES: [Cl:1][C:2]1[CH:3]=[CH:4][C:5]2[CH:15]([C:16]3[C:17](=[S:23])[NH:18][C:19](=[O:22])[NH:20][CH:21]=3)[C:10]3[N:11]=[C:12]([CH3:14])[S:13][C:9]=3[CH:8]=[CH:7][C:6]=2[CH:24]=1.[C:25](=O)(O)[O-].[Na+].CI>C(O)C.O>[Cl:1][C:2]1[CH:3]=[CH:4][C:5]2[CH:15]([C:16]3[C:17]([S:23][CH3:25])=[N:18][C:19](=[O:22])[NH:20][CH:21]=3)[C:10]3[N:11]=[C:12]([CH3:14])[S:13][C:9]=3[CH:8]=[CH:7][C:6]=2[CH:24]=1 |f:1.2|. Procedure details: A suspension of the product from example 38, step (v) (1.8 g) in ethanol (200 ml) and sodium bicarbonate (0.5 g) in water (15 ml) was heated until a complete solution formed. After cooling to room temperature methyl iodide (0.33 ml) was added and the whole stirred for 18 h. Another aliquot of methyl iodide was added (0.2 ml) followed by heating at 50° C. for 4 h. The reaction mixture was concentrated under reduced pressure and then partitioned between dichloromethane and brine. The organic phase... RXN SMILES: [B:24]([O:25][CH:26]([CH3:27])[CH3:28])([O:29][CH:30]([CH3:31])[CH3:32])[O:33][CH:34]([CH3:35])[CH3:36].[BH:16]([OH:17])[OH:18].[CH2:19]([Li:20])[CH2:21][CH2:22][CH3:23].[CH2:1]([c:2]1[cH:3][cH:4][cH:5][cH:6][cH:7]1)[O:8][c:9]1[cH:10][c:11]([Br:15])[cH:12][cH:13][cH:14]1.[CH2:38]1[O:39][CH2:40][CH2:41][CH2:42]1.[ClH:37]>>[BH:16]([OH:17])[OH:18].[CH2:1]([c:2]1[cH:3][cH:4][cH:5][cH:6][cH:7]1)[O:8][c:9]1[cH:10][cH:11][cH:12][cH:13][cH:14]1. The product is OBO, c1ccc(COc2ccccc2)cc1. Starting materials: CC(C)OB(OC(C)C)OC(C)C, OBO, [Li]CCCC, Brc1cccc(OCc2ccccc2)c1, C1CCOC1, Cl. The reactants are CC1CCC(CC1)N (4-methylcyclohexylamine), C1(=CC=CC=C1)S(=O)(=O)N1C=C(C=2C1=NC=CC2)C2=NC(=NC=C2)Cl (1-benzenesulfonyl-3-(2-chloro-pyrimidin-4-yl)-1H-pyrrolo[2,3-b]pyridine). The product is CC1CCC(CC1)NC1=NC=CC(=N1)C1=CNC2=NC=CC=C21 ((4-Methyl-cyclohexyl)-[4-(1H-pyrrolo[2,3-b]pyridin-3-yl)-pyrimidin-2-yl]-amine). Isolated yield 30.2%. RXN SMILES: [CH3:1][CH:2]1[CH2:7][CH2:6][CH:5]([NH2:8])[CH2:4][CH2:3]1.C1(S([N:18]2[C:22]3=[N:23][CH:24]=[CH:25][CH:26]=[C:21]3[C:20]([C:27]3[CH:32]=[CH:31][N:30]=[C:29](Cl)[N:28]=3)=[CH:19]2)(=O)=O)C=CC=CC=1>>[CH3:1][CH:2]1[CH2:7][CH2:6][CH:5]([NH:8][C:29]2[N:28]=[C:27]([C:20]3[C:21]4[C:22](=[N:23][CH:24]=[CH:25][CH:26]=4)[NH:18][CH:19]=3)[CH:32]=[CH:31][N:30]=2)[CH2:4][CH2:3]1. Procedure details: Using the procedure of example 1, 4-methylcyclohexylamine (92 mg) was reacted with compound 1f (100 mg) to provide compound 17 (25 mg, 30%) as a mixture of cis- and trans-isomers. 1H NMR (400 MHz, CDCl3) δ 8.94 (d, J=8.0 Hz, 1H), 8.92 (d, J=8.0 Hz, 1H), 8.28 (m, 2H), 8.20 (s, 1H), 8.19 (s, 1H), 8.14 (d, J=5.2 Hz, 1H), 8.11 (d, J=5.2 Hz, 1H), 7.25 (m, 2H), 7.03 (d, J=5.6 Hz, 1H), 7.00 (d, J=5.6 Hz, 1H), 4.15 (m, 1H), 3.83 (m, 1H), 2.15 (m, 2H), 1.89-1.14 (m, 16H), 1.01 (d, J=6.4 Hz, 3H), 0.98 (d,...